From a dataset of the Open Reaction Database (ORD), a public repository of structured organic reaction records. describe an organic reaction: reactants, conditions, products, and yield Starting materials: C(C)(C)(C)OC(=O)NCC=1C(=C(C(=O)NC=2NC=CN2)C=CC1)Cl ((tert-butoxycarbonylaminomethyl)-2-chloro-N-(1H-imidazol-2-yl)benzamide), Cl (hydrochloric acid). Solvent: CCOC(=O)C (EtOAc). Conditions: time 1 hour. Product: Cl.Cl.NCC=1C=CC(=C(C(=O)NC=2NC=CN2)C1)Cl (5-(Aminomethyl)-2-chloro-N-(1H-imidazol-2-yl)benzamide dihydrochloride). Yield: 100.2%. Reaction SMILES: C(OC([NH:8][CH2:9][C:10]1[C:11]([Cl:24])=[C:12]([CH:21]=[CH:22][CH:23]=1)[C:13]([NH:15][C:16]1[NH:17][CH:18]=[CH:19][N:20]=1)=[O:14])=O)(C)(C)C.[ClH:25]>CCOC(C)=O>[ClH:24].[ClH:25].[NH2:8][CH2:9][C:10]1[CH:23]=[CH:22][C:21]([Cl:25])=[C:12]([CH:11]=1)[C:13]([NH:15][C:16]1[NH:17][CH:18]=[CH:19][N:20]=1)=[O:14] |f:3.4.5|. Procedure details: Dissolve 5-[(tert-butoxycarbonylaminomethyl)-2-chloro-N-(1H-imidazol-2-yl)benzamide (640 mg, 1.82 mmol, 1.0 equiv) in hydrochloric acid (4 M in dioxane, 4.56 mL, 18.24 mmol, 10.0 equiv) and stir at room temperature for 1 h. Pour the reaction mixture into vigorously swirling EtOAc (50 mL), isolate the resulting white precipitate by filtration, wash with EtOAc (25 mL), and dry in a 40° C. vacuum oven overnight to provide the title compound as a white solid (590 mg, 100%). 1H NMR (D2O, 400 MHz) δ 7... Reactants: ClC1=C(C=C(C=C1)OC1=CC=C(C=C1)CCN(C(=N)N)C)C(F)(F)F (N-[2-(4-{[4-chloro-3-(trifluoromethyl)phenyl]oxy}phenyl)ethyl]-N-methylguanidine), C(=O)C(C(=O)OC)CC=1C=NC(=NC1)OC (methyl 2-formyl-3-[2-(methyloxy)-5-pyrimidinyl]propanoate), ClC1=C(C=C(C=C1)OC1=CC=C(C=C1)CCN(C(=N)N)C)C(F)(F)F (N-[2-(4-{[4-chloro-3-(trifluoromethyl)phenyl]oxy}phenyl)ethyl]-N-methylguanidine). Run in CN1CCCC1=O (NMP). Run at temperature 200 celsius. Yields the product ClC1=C(C=C(C=C1)OC1=CC=C(C=C1)CCN(C=1NC=C(C(N1)=O)CC=1C=NC(=NC1)OC)C)C(F)(F)F (2-[[2-(4-{[4-Chloro-3-(trifluoromethyl)phenyl]oxy}phenyl)ethyl] (methyl)amino]-5-{[2-(methyloxy)-5-pyrimidinyl]methyl}-4(1H)-pyrimidinone). Yield: 18.6%. As a reaction SMILES: [Cl:1][C:2]1[CH:7]=[CH:6][C:5]([O:8][C:9]2[CH:14]=[CH:13][C:12]([CH2:15][CH2:16][N:17]([CH3:21])[C:18]([NH2:20])=[NH:19])=[CH:11][CH:10]=2)=[CH:4][C:3]=1[C:22]([F:25])([F:24])[F:23].[CH:26]([CH:28]([CH2:33][C:34]1[CH:35]=[N:36][C:37]([O:40][CH3:41])=[N:38][CH:39]=1)[C:29](OC)=O)=[O:27]>CN1C(=O)CCC1>[Cl:1][C:2]1[CH:7]=[CH:6][C:5]([O:8][C:9]2[CH:14]=[CH:13][C:12]([CH2:15][CH2:16][N:17]([CH3:21])[C:18]3[NH:20][CH:29]=[C:28]([CH2:33][C:34]4[CH:35]=[N:36][C:37]([O:40][CH3:41])=[N:38][CH:39]=4)[C:26](=[O:27])[N:19]=3)=[CH:11][CH:10]=2)=[CH:4][C:3]=1[C:22]([F:23])([F:24])[F:25]. Procedure: To the solution of N-[2-(4-{[4-chloro-3-(trifluoromethyl)phenyl]oxy}phenyl)ethyl]-N-methylguanidine (100 mg, 0.269 mmol), methyl 2-formyl-3-[2-(methyloxy)-5-pyrimidinyl]propanoate (78 mg, 0.350 mmol) in NMP (5 mL) was added neat N-[2-(4-{[4-chloro-3-(trifluoromethyl)phenyl]oxy}phenyl)ethyl]-N-methylguanidine (100 mg, 0.269 mmol). The reaction mixture was heated with a microwave reactor at 200° C. for 2 h. Purification via MDAP then afforded the title compound as a white solid (33 mg, 0.050 mmol,... Starting materials: CC1=NC=CC(=C1)CO (2-methyl-4-hydroxymethylpyridine), CN (methylamine). Run in Br (HBr). The product is CNCC1=CC(=NC=C1)C (methyl-(2-methyl-pyridin-4-ylmethyl)-amine). Isolated yield 68.0%. RXN SMILES: [CH3:1][C:2]1[CH:7]=[C:6]([CH2:8]O)[CH:5]=[CH:4][N:3]=1.[CH3:10][NH2:11]>Br>[CH3:10][NH:11][CH2:8][C:6]1[CH:5]=[CH:4][N:3]=[C:2]([CH3:1])[CH:7]=1. Reported procedure: A stirred solution of 0.86 g (6.98 mmol) of 2-methyl-4-hydroxymethylpyridine (R. B. Katz et al., Synthetic Communications, 19, 1989, 317-325) in 48% aqueous HBr was heated at reflux for four days. The reaction mixture was cooled and added dropwise to 20 ml of 40% aqueous methylamine. The volatiles were removed under reduced pressure, and the residue was slurried in CH2Cl2 and then filtered. The filter cake was washed with CH2Cl2, EtOAc, CH3CN, and 10% MeOH in CH3CN. The filtrate was concentrated... Reaction SMILES: [CH2:14]([Li:15])[CH2:16][CH2:17][CH3:18].[CH2:19]([CH3:20])[O:21][CH2:22][C:23](=[O:24])[Cl:25].[CH2:1]([c:2]1[cH:3][cH:4][cH:5][cH:6][cH:7]1)[CH:8]1[NH:9][C:10](=[O:13])[O:11][CH2:12]1.[CH2:28]1[O:29][CH2:30][CH2:31][CH2:32]1.[Cl-:27].[Na+:26]>>[CH2:1]([c:2]1[cH:3][cH:4][cH:5][cH:6][cH:7]1)[CH:8]1[N:9]([C:23]([CH2:22][O:21][CH2:19][CH3:20])=[O:24])[C:10](=[O:13])[O:11][CH2:12]1. Product: CCOCC(=O)N1C(=O)OCC1Cc1ccccc1. Starting materials: [Li]CCCC, CCOCC(=O)Cl, O=C1NC(Cc2ccccc2)CO1, C1CCOC1, [Cl-], [Na+].